Dataset: the Open Reaction Database (ORD), a public repository of structured organic reaction records. Task: describe an organic reaction: reactants, conditions, products, and yield Reactants: Cc1cc([N+](=O)[O-])ccc1N, ClCCl, O=C1OC(=O)c2ccccc21. Product: Cc1cc([N+](=O)[O-])ccc1N1C(=O)c2ccccc2C1=O. RXN SMILES: [CH3:1][c:2]1[c:3]([NH2:4])[cH:5][cH:6][c:7]([N+:9](=[O:10])[O-:11])[cH:8]1.[Cl:23][CH2:24][Cl:25].[O:12]=[C:13]1[O:14][C:15](=[O:16])[c:17]2[cH:18][cH:19][cH:20][cH:21][c:22]21>>[CH3:1][c:2]1[c:3]([N:4]2[C:13](=[O:12])[c:22]3[c:17]([cH:18][cH:19][cH:20][cH:21]3)[C:15]2=[O:14])[cH:5][cH:6][c:7]([N+:9](=[O:10])[O-:11])[cH:8]1. Reaction SMILES: [F:1][C:2]([F:27])([F:26])[C@H:3]1[CH2:8][CH2:7][C@H:6]([NH:9][C:10](=[O:25])[C:11]2[CH:16]=[C:15]([NH2:17])[C:14]([NH:18][CH3:19])=[CH:13][C:12]=2[N:20]([CH3:24])[CH2:21][C:22]#[N:23])[CH2:5][CH2:4]1.[Cl:28][C:29]1[C:42]([N:43]=[C:44]=S)=[C:41]([Cl:46])[CH:40]=[CH:39][C:30]=1[CH2:31][NH:32][C:33](=[O:38])[C:34]([CH3:37])([CH3:36])[CH3:35].CC(C)N=C=NC(C)C>CN(C=O)C>[F:1][C:2]([F:26])([F:27])[C@H:3]1[CH2:8][CH2:7][C@H:6]([NH:9][C:10]([C:11]2[C:12]([N:20]([CH3:24])[CH2:21][C:22]#[N:23])=[CH:13][C:14]3[N:18]([CH3:19])[C:44]([NH:43][C:42]4[C:41]([Cl:46])=[CH:40][CH:39]=[C:30]([CH2:31][NH:32][C:33](=[O:38])[C:34]([CH3:37])([CH3:36])[CH3:35])[C:29]=4[Cl:28])=[N:17][C:15]=3[CH:16]=2)=[O:25])[CH2:5][CH2:4]1. Product: FC([C@@H]1CC[C@H](CC1)NC(=O)C1=CC2=C(N(C(=N2)NC2=C(C(=CC=C2Cl)CNC(C(C)(C)C)=O)Cl)C)C=C1N(CC#N)C)(F)F (N-(trans-4-Trifluoromethyl-cyclohexyl)-2-{2,6-dichloro-3-[(2,2-dimethyl-propionylamino)-methyl]-phenylamino}-6-[N-methyl-N-cyanomethyl-amino]-1-methyl-1H-benzimidazole-5-carboxylic acid amide). Reactants: 1e, FC([C@@H]1CC[C@H](CC1)NC(C1=C(C=C(C(=C1)N)NC)N(CC#N)C)=O)(F)F (N-(trans-4-trifluoromethyl-cyclohexyl)-2-[N-methyl-N-cyanomethyl-amino]-4-methylamino-5-amino-benzoic acid amide), ClC1=C(CNC(C(C)(C)C)=O)C=CC(=C1N=C=S)Cl (N-(2,4-dichloro-3-isothiocyanato-benzyl)-2,2-dimethyl-propionamide), CC(N=C=NC(C)C)C (DIC). Run in CN(C)C=O (DMF). Reported procedure: The title compound is prepared in analogy to 1e from N-(trans-4-trifluoromethyl-cyclohexyl)-2-[N-methyl-N-cyanomethyl-amino]-4-methylamino-5-amino-benzoic acid amide (48 mg, 0.125 mmol), and N-(2,4-dichloro-3-isothiocyanato-benzyl)-2,2-dimethyl-propionamide (40 mg, 0.125 mmol), DIC (19 μL) and DMF (2.0 mL). Reactants: ClC=1C=C(C=CC1OC)C(=O)N1CCC(CC1)C(O)(C1=CC=C(C=C1)OC(F)(F)F)C1=CC=C(C=C1)OC(F)(F)F (N-(3-chloro-4-methoxyphenylcarbonyl)-4-[bis(4-trifluoromethoxyphenyl)hydroxymethyl]piperidine), CO (methanol). Solvent: O1CCCC1 (tetrahydrofuran). Conditions: time 18 hour. Product: ClC=1C=C(C=CC1OC)CN1CCC(CC1)C(O)(C1=CC=C(C=C1)OC(F)(F)F)C1=CC=C(C=C1)OC(F)(F)F (N-(3-chloro-4-methoxyphenylmethyl)-4-[bis(4-trifluoromethoxyphenyl)hydroxymethyl]piperidine). Yield: 27.5%. Reaction SMILES: [Cl:1][C:2]1[CH:3]=[C:4]([C:10]([N:12]2[CH2:17][CH2:16][CH:15]([C:18]([C:31]3[CH:36]=[CH:35][C:34]([O:37][C:38]([F:41])([F:40])[F:39])=[CH:33][CH:32]=3)([C:20]3[CH:25]=[CH:24][C:23]([O:26][C:27]([F:30])([F:29])[F:28])=[CH:22][CH:21]=3)[OH:19])[CH2:14][CH2:13]2)=O)[CH:5]=[CH:6][C:7]=1[O:8][CH3:9].CO>O1CCCC1>[Cl:1][C:2]1[CH:3]=[C:4]([CH2:10][N:12]2[CH2:17][CH2:16][CH:15]([C:18]([C:31]3[CH:32]=[CH:33][C:34]([O:37][C:38]([F:41])([F:39])[F:40])=[CH:35][CH:36]=3)([C:20]3[CH:21]=[CH:22][C:23]([O:26][C:27]([F:28])([F:30])[F:29])=[CH:24][CH:25]=3)[OH:19])[CH2:14][CH2:13]2)[CH:5]=[CH:6][C:7]=1[O:8][CH3:9]. Procedure: To a stirred solution of 0.50 gram (0.0008 mole) of N-(3-chloro-4-methoxyphenylcarbonyl)-4-[bis(4-trifluoromethoxyphenyl)hydroxymethyl]piperidine in 5 mL of tetrahydrofuran was slowly added 0.42 mL (0.0040 mole) of borane-methyl sulfide complex (10M in BH3). Upon completion of addition, the reaction mixture was stirred at ambient temperature for about 18 hours. The reaction mixture was then cooled in an ice-bath, and 20 mL of methanol was added slowly to quench the reaction. The reaction mixture... Reactants: ClC1=NC=NC(=N1)N1CCC(CC1)OCC1=CC=C(C=C1)OC(F)(F)F (2-chloro-4-(4-((4-(trifluoromethoxy)benzyl)oxy)piperidin-1-yl)-1,3,5-triazine), CCN(C(C)C)C(C)C (DIPEA), NC=1C(=C(C(=O)NC)C=CC1)C (3-amino-N,2-dimethylbenzamide). The solvent is C(C)(C)O (isopropanol). Run at temperature 80 celsius, time 24 hour. The product is CNC(C1=C(C(=CC=C1)NC1=NC=NC(=N1)N1CCC(CC1)OCC1=CC=C(C=C1)OC(F)(F)F)C)=O (N,2-dimethyl-3-((4-(4-((4-(trifluoromethoxy)benzyl)oxy)piperidin-1-yl)-1,3,5-triazin-2-yl)amino)benzamide). The yield is 15.1%. Reaction SMILES: Cl[C:2]1[N:7]=[C:6]([N:8]2[CH2:13][CH2:12][CH:11]([O:14][CH2:15][C:16]3[CH:21]=[CH:20][C:19]([O:22][C:23]([F:26])([F:25])[F:24])=[CH:18][CH:17]=3)[CH2:10][CH2:9]2)[N:5]=[CH:4][N:3]=1.CCN(C(C)C)C(C)C.[NH2:36][C:37]1[C:38]([CH3:47])=[C:39]([CH:44]=[CH:45][CH:46]=1)[C:40]([NH:42][CH3:43])=[O:41]>C(O)(C)C>[CH3:43][NH:42][C:40](=[O:41])[C:39]1[CH:44]=[CH:45][CH:46]=[C:37]([NH:36][C:2]2[N:7]=[C:6]([N:8]3[CH2:13][CH2:12][CH:11]([O:14][CH2:15][C:16]4[CH:21]=[CH:20][C:19]([O:22][C:23]([F:26])([F:25])[F:24])=[CH:18][CH:17]=4)[CH2:10][CH2:9]3)[N:5]=[CH:4][N:3]=2)[C:38]=1[CH3:47]. Procedure: To a solution of 2-chloro-4-(4-((4-(trifluoromethoxy)benzyl)oxy)piperidin-1-yl)-1,3,5-triazine (500 mg, 1.28 mmol) in isopropanol (4 mL, 3 mL/mmol) was added DIPEA (0.4 mL, 1.92 mmol) and 3-amino-N,2-dimethylbenzamide (211 mg, 1.29 mmol) and the reaction was stirred at 80° C. for 24 h. The reaction mixture was concentrated under reduced pressure and extracted with EtOAc (2×30 ml). The organic extracts were washed with brine, dried over sodium sulfate and concentrated under reduced pressure. Puri... Starting materials: NC=1C=C(C(=O)O)C=CC1 (3-aminobenzoic acid), FC(C=1C=C(C(=O)Cl)C=CC1)(F)F (3-(trifluoromethyl)benzoyl chloride). The solvent is C1CCOC1 (THF). Run at time 8 hour. The product is FC(C=1C=C(C(=O)NC=2C=C(C(=O)O)C=CC2)C=CC1)(F)F (3-(3-(Trifluoromethyl)Benzamido)Benzoic Acid). Yield: 49.1%. As a reaction SMILES: [NH2:1][C:2]1[CH:3]=[C:4]([CH:8]=[CH:9][CH:10]=1)[C:5]([OH:7])=[O:6].[F:11][C:12]([F:23])([F:22])[C:13]1[CH:14]=[C:15]([CH:19]=[CH:20][CH:21]=1)[C:16](Cl)=[O:17]>C1COCC1>[F:11][C:12]([F:22])([F:23])[C:13]1[CH:14]=[C:15]([CH:19]=[CH:20][CH:21]=1)[C:16]([NH:1][C:2]1[CH:3]=[C:4]([CH:8]=[CH:9][CH:10]=1)[C:5]([OH:7])=[O:6])=[O:17]. Procedure: To a stirring solution of 3-aminobenzoic acid (1.1 g, 7.9 mmol) in anhydrous THF (20 mL), 3-(trifluoromethyl)benzoyl chloride (2.0 g, 9.6 mmol) was added slowly. The mixture was stirred at room temperature under argon for overnight. The solvent was removed under reduced pressure and re-crystallized from chloroform to afford the title compound as a white solid (1.2 g, 49%).